This data is from the Open Reaction Database (ORD), a public repository of structured organic reaction records. The task is: describe an organic reaction: reactants, conditions, products, and yield Reactants: ClC1=CC=NC2=CC(=CC=C12)Cl (4,7-dichloroquinoline), NCCCN1CCN(CC1)CCCN (1,4-bis(3-aminopropyl)piperazine), C(=O)([O-])[O-].[K+].[K+] (K2CO3). The solvent is CN(C)C=O (DMF). Product: ClC1=CC=C2C(=CC=NC2=C1)NCCCN1CCN(CC1)CCCNC1=CC=NC2=CC(=CC=C12)Cl (1,4-bis{3-[N-(7-chloroquinolin-4-yl)amino]propyl}piperazine). RXN SMILES: Cl[C:2]1[C:11]2[C:6](=[CH:7][C:8]([Cl:12])=[CH:9][CH:10]=2)[N:5]=[CH:4][CH:3]=1.[NH2:13][CH2:14][CH2:15][CH2:16][N:17]1[CH2:22][CH2:21][N:20]([CH2:23][CH2:24][CH2:25][NH2:26])[CH2:19][CH2:18]1.C([O-])([O-])=O.[K+].[K+]>CN(C=O)C>[Cl:12][C:8]1[CH:7]=[C:6]2[C:11]([C:2]([NH:26][CH2:25][CH2:24][CH2:23][N:20]3[CH2:19][CH2:18][N:17]([CH2:16][CH2:15][CH2:14][NH:13][C:2]4[C:11]5[C:6](=[CH:7][C:8]([Cl:12])=[CH:9][CH:10]=5)[N:5]=[CH:4][CH:3]=4)[CH2:22][CH2:21]3)=[CH:3][CH:4]=[N:5]2)=[CH:10][CH:9]=1 |f:2.3.4|. Procedure details: A solution of 4,7-dichloroquinoline (1.58 g, 8.0 mmol) and 1,4-bis(3-aminopropyl)piperazine (0.33 mL, 1.6 mmol) in DMF (5 mL) is refluxed (160° C.) for 18 h in the presence of K2CO3 (1.77 g, 12.8 mmol). After evaporation, the media is diluted with HCl 1M, and washed with ethyl acetate. Aqueous layer is alcalinised with NaHCO3, extracted with CH2Cl2, and dried over MgSO4. Crude compound is purified by precipitation in ethyl acetate. RXN SMILES: [BH4-:21].[CH3:23][CH2:24][OH:25].[Na+:22].[O:1]([c:2]1[cH:3][cH:4][cH:5][cH:6][cH:7]1)[CH2:8][CH2:9][CH2:10][C:11]#[C:12][c:13]1[cH:14][cH:15][c:16]([CH:17]=[O:18])[cH:19][cH:20]1>>[O:1]([c:2]1[cH:3][cH:4][cH:5][cH:6][cH:7]1)[CH2:8][CH2:9][CH2:10][C:11]#[C:12][c:13]1[cH:14][cH:15][c:16]([CH2:17][OH:18])[cH:19][cH:20]1. The product is OCc1ccc(C#CCCCOc2ccccc2)cc1. The reactants are [BH4-], CCO, [Na+], O=Cc1ccc(C#CCCCOc2ccccc2)cc1. Reactants: ClC(=O)OC (methyl chloroformate), Cl (HCl), ice, N[C@@H](CC1=CC=CC=C1)C(=O)O (L-phenylalanine), C(=O)([O-])[O-].[Na+].[Na+] (Na2CO3). Run in [OH-].[Na+] (NaOH). Conditions: time 0.5 hour. Yields the product COC(=O)N[C@@H]1C(C2=CC=CC=C2C1)=O ((S)-2-Methoxycarbonylamino-1-indanone). RXN SMILES: [NH2:1][C@H:2]([C:10]([OH:12])=O)[CH2:3][C:4]1[CH:9]=[CH:8][CH:7]=[CH:6][CH:5]=1.C([O-])([O-])=O.[Na+].[Na+].Cl[C:20]([O:22][CH3:23])=[O:21].Cl>[OH-].[Na+]>[CH3:23][O:22][C:20]([NH:1][C@H:2]1[CH2:3][C:4]2[C:5](=[CH:6][CH:7]=[CH:8][CH:9]=2)[C:10]1=[O:12])=[O:21] |f:1.2.3,6.7|. Procedure details: To an ice-cooled solution of L-phenylalanine (16.5 g., 0.1 m) in 1N NaOH (100 ml) to which solid Na2CO3 (5.3 g, 0.05 m) had been added was added to the methyl chloroformate (7.8 ml, 0.1 m). Stirring was continued for 1/2 hr. with cooling and 1/2 hr. without. The mixture was carefully acidified with concentrated HCl to pH 2-3. After extraction with CH2Cl2 and drying (Na2SO4), evaporation of the solvent left Reactants: Cl.C(C)(C)(C)ON (O-tert-Butylhydroxylamine hydrochloride), C1=CC2=C(C=CC3=C2C(=C1)C(=O)OC3=O)Br (4-bromo-1,8-naphthalic anhydride). Solvent: N1=CC=CC=C1 (pyridine). The product is BrC=1C=CC=2C(N(C(C3=CC=CC1C23)=O)OC(C)(C)C)=O (6-Bromo-2-tert-butyloxy-benzo[de]isoquinoline-1,3-dione). Isolated yield 94.1%. As a reaction SMILES: Cl.[C:2]([O:6][NH2:7])([CH3:5])([CH3:4])[CH3:3].[CH:8]1[CH:17]=[C:16]2[C:18]([O:20][C:21](=O)[C:14]3=[C:15]2[C:10](=[C:11]([Br:23])[CH:12]=[CH:13]3)[CH:9]=1)=[O:19]>N1C=CC=CC=1>[Br:23][C:11]1[CH:12]=[CH:13][C:14]2[C:21](=[O:20])[N:7]([O:6][C:2]([CH3:5])([CH3:4])[CH3:3])[C:18](=[O:19])[C:16]3[C:15]=2[C:10]=1[CH:9]=[CH:8][CH:17]=3 |f:0.1|. Reported procedure: O-tert-Butylhydroxylamine hydrochloride (3.0 g, 23.9 mmol) was added to 4-bromo-1,8-naphthalic anhydride (5.0 g, 18.0 mmol) in pyridine (30.0 mL). The mixture was refluxed for 4 hours, concentrated, and the residue suspended in water. The solid was filtered and dried to give 5.9 g of the title compound.